The task is: describe an organic reaction: reactants, conditions, products, and yield. This data is from the Open Reaction Database (ORD), a public repository of structured organic reaction records. Run at time 1 hour. Yields the product C(CCCC)S(=O)(=O)NC(C1=CC(=C(C=C1)[N+](=O)[O-])NC(C)=O)=O (N-(n-pentanesulfonyl)-3-(acetylamino)-4-nitrobenzamide). The reactants are N,N′-carbonyldiimidazole, C(CCCC)S(=O)(=O)N (1-pentanesulfonamide), CCCCCCC=CCCC (undec-7-ene), C(C)(=O)NC=1C=C(C(=O)O)C=CC1[N+](=O)[O-] (3-acetylamino-4-nitrobenzoic acid). Procedure details: N,N′-carbonyldiimidazole (65.09 g) was added all at once to a solution (200 ml) of N,N-dimethylformamide containing 3-acetylamino-4-nitrobenzoic acid (60.22 g), and the reaction mixture was stirred at room temperature for 1 hour. 1-pentanesulfonamide (60.72 g) and 1,8-diazabicycle[5.4.0]undec-7-ene (61.12 g) were added thereto, and the mixture was stirred at 100° C. for 16 hours. The solvent was evaporated at 90° C. under reduced pressure using a vacuum pump. Chloroform and water were added to t... Run in CN(C=O)C (N,N-dimethylformamide). Reaction SMILES: [C:1]([NH:4][C:5]1[CH:6]=[C:7]([CH:11]=[CH:12][C:13]=1[N+:14]([O-:16])=[O:15])[C:8]([OH:10])=O)(=[O:3])[CH3:2].[CH2:17]([S:22]([NH2:25])(=[O:24])=[O:23])[CH2:18][CH2:19][CH2:20][CH3:21].CCCCCCC=CCCC>CN(C)C=O>[CH2:17]([S:22]([NH:25][C:8](=[O:10])[C:7]1[CH:11]=[CH:12][C:13]([N+:14]([O-:16])=[O:15])=[C:5]([NH:4][C:1](=[O:3])[CH3:2])[CH:6]=1)(=[O:24])=[O:23])[CH2:18][CH2:19][CH2:20][CH3:21].